From a dataset of the Open Reaction Database (ORD), a public repository of structured organic reaction records. describe an organic reaction: reactants, conditions, products, and yield The reactants are BrC1=NC=2N(C=3N(C(C2N1C)=O)CCN3)CC3=CC=C(C=C3)Cl (2-Bromo-4-[(4-Chlorophenyl)Methyl]-6,7-Dihydro-1-Methyl-1H-Imidazo[1,2-a]Purin-9(4H)One), CC(CN)C (2-methylpropylamine). The solvent is C(C)O (ethanol). The product is ClC1=CC=C(C=C1)CN1C=2N(C(C=3N(C(=NC13)NCC(C)C)C)=O)CCN2 (4-[(4-Chlorophenyl)Methyl]-6,7-Dihydro-1-Methyl-2-[(2-Methylpropyl)Amino]-1H-Imidazo-[1,2-a]Purin-9(4H)-One). Reaction SMILES: Br[C:2]1[N:10]([CH3:11])[C:9]2[C:8](=[O:12])[N:7]3[CH2:13][CH2:14][N:15]=[C:6]3[N:5]([CH2:16][C:17]3[CH:22]=[CH:21][C:20]([Cl:23])=[CH:19][CH:18]=3)[C:4]=2[N:3]=1.[CH3:24][CH:25]([CH3:28])[CH2:26][NH2:27]>C(O)C>[Cl:23][C:20]1[CH:21]=[CH:22][C:17]([CH2:16][N:5]2[C:4]3[N:3]=[C:2]([NH:27][CH2:26][CH:25]([CH3:28])[CH3:24])[N:10]([CH3:11])[C:9]=3[C:8](=[O:12])[N:7]3[CH2:13][CH2:14][N:15]=[C:6]23)=[CH:18][CH:19]=1. Procedure: A mixture of the product of Procedure 46, 1.0 g. (0.0025 mole) and 0.37 g. (0.005 mole) of 2-methylpropylamine in 20 ml. of ethanol is refluxed for 16 hrs. The desired product precipitated as the hydrobromide salt which was collected and mixed with dilute aqueous sodium hydroxide to convert it into the free base form, m.p. 185°-187°. Starting materials: Cc1ccc(N)c(Oc2cc(Cl)cc(Br)c2)c1F, CCOC(C)=O, CC#N, Cl, CC(C)(C)ON=O. The product is Cc1ccc(Cl)c(Oc2cc(Cl)cc(Br)c2)c1F. RXN SMILES: [Br:8][c:9]1[cH:10][c:11]([O:16][c:17]2[c:18]([NH2:25])[cH:19][cH:20][c:21]([CH3:24])[c:22]2[F:23])[cH:12][c:13]([Cl:15])[cH:14]1.[CH3:27][CH2:28][O:29][C:30]([CH3:31])=[O:32].[CH3:33][C:34]#[N:35].[ClH:26].[N:1]([O:2][C:3]([CH3:4])([CH3:5])[CH3:6])=[O:7]>>[Br:8][c:9]1[cH:10][c:11]([O:16][c:17]2[c:18]([Cl:26])[cH:19][cH:20][c:21]([CH3:24])[c:22]2[F:23])[cH:12][c:13]([Cl:15])[cH:14]1. The reactants are NC1=C(C=C(C=C1)F)NC(C1=C(C=CC(=C1)Br)Cl)=O (N-(2-Amino-5-fluoro-phenyl)-5-bromo-2-chloro-benzamide). Solvent: C(C)(=O)O (acetic acid). Yields the product BrC=1C=CC(=C(C1)C1=NC2=C(N1)C=CC(=C2)F)Cl (2-(5-Bromo-2-chloro-phenyl)-5-fluoro-1H-benzoimidazole). Isolated yield 91.6%. Reaction SMILES: [NH2:1][C:2]1[CH:7]=[CH:6][C:5]([F:8])=[CH:4][C:3]=1[NH:9][C:10](=O)[C:11]1[CH:16]=[C:15]([Br:17])[CH:14]=[CH:13][C:12]=1[Cl:18]>C(O)(=O)C>[Br:17][C:15]1[CH:14]=[CH:13][C:12]([Cl:18])=[C:11]([C:10]2[NH:1][C:2]3[CH:7]=[CH:6][C:5]([F:8])=[CH:4][C:3]=3[N:9]=2)[CH:16]=1. Reported procedure: Method 3,4—Step b A solution of N-(2-Amino-5-fluoro-phenyl)-5-bromo-2-chloro-benzamide (6.90 g, 20.12 mmol) in acetic acid (40 mL) was stirred at 80° C. overnight, solvent was then removed under reduced pressure and the crude purified by precipitation from diethylether to obtain 6.00 g of the title compound (92%). The reactants are BrC1=C(C=C2C(=C(NC2=C1)C(CS(=O)C)=O)C1=CC=CC=C1)Cl (6-bromo-5-chloro-2-[(methyl-sulfinyl)acetyl]-3-phenylindole), ClC1=CC(=CC=C1)C(=O)OO (m-chloroperbenzoic acid). Solvent: C(Cl)(Cl)Cl (chloroform). The product is BrC1=C(C=C2C(=C(NC2=C1)C(CS(=O)(=O)C)=O)C1=CC=CC=C1)Cl (6-bromo-5-chloro-2[(methylsulfonyl)acetyl]-3-phenylindole). As a reaction SMILES: [Br:1][C:2]1[CH:10]=[C:9]2[C:5]([C:6]([C:17]3[CH:22]=[CH:21][CH:20]=[CH:19][CH:18]=3)=[C:7]([C:11](=[O:16])[CH2:12][S:13]([CH3:15])=[O:14])[NH:8]2)=[CH:4][C:3]=1[Cl:23].ClC1C=CC=C(C(OO)=[O:32])C=1>C(Cl)(Cl)Cl>[Br:1][C:2]1[CH:10]=[C:9]2[C:5]([C:6]([C:17]3[CH:18]=[CH:19][CH:20]=[CH:21][CH:22]=3)=[C:7]([C:11](=[O:16])[CH2:12][S:13]([CH3:15])(=[O:32])=[O:14])[NH:8]2)=[CH:4][C:3]=1[Cl:23]. Reported procedure: Stir a mixture of 6.0 g of 6-bromo-5-chloro-2-[(methyl-sulfinyl)acetyl]-3-phenylindole and 6.0 g of m-chloroperbenzoic acid in 150 ml of chloroform at room temperature for 2 hours. Concentrate the mixture to about 50 ml, in vacuo, and filter and wash the product with 20 ml of cold chloroform to obtain 6-bromo-5-chloro-2[(methylsulfonyl)acetyl]-3-phenylindole, m.p. 224°-225°. Reactants: O=C(O)Cc1ccc2c(c1)C(=O)c1ccccc1CO2, Nc1ccncc1[N+](=O)[O-]. The reagents and catalysts are C1CCC(CC1)N=C=NC2CCCCC2 (DCC), CCN(C(C)C)C(C)C (DIPEA), C1=CC=C2C(=C1)C(=O)N(C2=O)O (N-Hydroxyphthalimide). Run in CN(C)C=O (DMF), CN(C)C=O (DMF), CN(C)C=O (DMF), CN(C)C=O (DMF), CN(C)C=O (DMF), CN(C)C=O (DMF). Conditions: temperature 25 celsius, time 2 hour. The product is O=C(Cc1ccc2c(c1)C(=O)c1ccccc1CO2)Nc1ccncc1[N+](=O)[O-]. Isolated yield 0.4%. RXN SMILES: Nc1ccncc1[N+](=O)[O-].O=C(O)Cc1ccc2c(c1)C(=O)c1ccccc1CO2.C1CCC(CC1)N=C=NC2CCCCC2.C1=CC=C2C(=C1)C(=O)N(C2=O)O.CCN(C(C)C)C(C)C.CN(C)C=O>>O=C(Cc1ccc2c(c1)C(=O)c1ccccc1CO2)Nc1ccncc1[N+](=O)[O-].